From a dataset of the Open Reaction Database (ORD), a public repository of structured organic reaction records. describe an organic reaction: reactants, conditions, products, and yield Reactants: COc1cccc2c1Oc1ccc(C(=O)O)cc1NC2, CC(C)O, O=S(=O)(O)O. The product is COc1cccc2c1Oc1ccc(C(=O)OC(C)C)cc1NC2. RXN SMILES: [CH3:1][O:2][c:3]1[cH:4][cH:5][cH:6][c:7]2[c:13]1[O:12][c:11]1[c:10]([cH:17][c:16]([C:18](=[O:19])[OH:20])[cH:15][cH:14]1)[NH:9][CH2:8]2.[CH:26]([CH3:27])([CH3:28])[OH:29].[S:21](=[O:22])(=[O:23])([OH:24])[OH:25]>>[CH3:1][O:2][c:3]1[cH:4][cH:5][cH:6][c:7]2[c:13]1[O:12][c:11]1[c:10]([cH:17][c:16]([C:18](=[O:19])[O:20][CH:26]([CH3:27])[CH3:28])[cH:15][cH:14]1)[NH:9][CH2:8]2.